From a dataset of the Open Reaction Database (ORD), a public repository of structured organic reaction records. describe an organic reaction: reactants, conditions, products, and yield As a reaction SMILES: Cl.[NH2:2][C@@H:3]([CH2:16][C:17]1[CH:22]=[CH:21][CH:20]=[CH:19][C:18]=1C(F)(F)F)[CH2:4][N:5]1C(=O)C2C(=CC=CC=2)C1=O.[CH3:27][N:28]1[C:32]([C:33]2[CH:34]=[C:35]([C:38]([OH:40])=O)[S:36][CH:37]=2)=[CH:31][CH:30]=[N:29]1.Br[C:42]1C=C(C(O)=O)SC=1C1N(C)N=CC=1>>[NH2:5][CH2:4][CH:3]([N:2]([CH3:42])[C:38]([C:35]1[S:36][CH:37]=[C:33]([C:32]2[N:28]([CH3:27])[N:29]=[CH:30][CH:31]=2)[CH:34]=1)=[O:40])[CH2:16][C:17]1[CH:18]=[CH:19][CH:20]=[CH:21][CH:22]=1 |f:0.1|. Starting materials: Cl.N[C@H](CN1C(C2=CC=CC=C2C1=O)=O)CC1=C(C=CC=C1)C(F)(F)F (2-{(2S)-2-amino-3-[2-(trifluoromethyl)phenyl]propyl}-1H-isoindole-1,3(2H)-dione-HCl), CN1N=CC=C1C=1C=C(SC1)C(=O)O (4-(1-methyl-1H-pyrazol-5-yl)-2-thiophenecarboxylic acid), BrC=1C=C(SC1C1=CC=NN1C)C(=O)O (4-bromo-5-(1-methyl-1H-pyrazol-5-yl)-2-thiophenecarboxylic acid). Reported procedure: The title compound was prepared as a white solid according to the procedure of Example 6, except substituting 2-[2-(methylamino)-3-phenylpropyl]-1H-isoindole-1,3(2H)-dione (200 mg, 0.7 mmol) [prepared according to the procedure of Preparation 6] for 2-{(2S)-2-amino-3-[2-(trifluoromethyl)phenyl]propyl}-1H-isoindole-1,3(2H)-dione-HCl and substituting 4-(1-methyl-1H-pyrazol-5-yl)-2-thiophenecarboxylic acid (150 mg, 0.72 mmol) for 4-bromo-5-(1-methyl-1H-pyrazol-5-yl)-2-thiophenecarboxylic acid. The ... Product: NCC(CC1=CC=CC=C1)N(C(=O)C=1SC=C(C1)C1=CC=NN1C)C (N-[2-amino-1-(phenylmethyl)ethyl]-N-methyl-4-(1-methyl-1H-pyrazol-5-yl)-2-thiophenecarboxamide). Starting materials: C(C1=CC=CC=C1)OC=1C=C(C=O)C=CC1OC (3-benzyloxy-4-methoxybenzaldehyde), ClC1=CC(=CC=C1)C(=O)OO (m-chloroperbenzoic acid). Solvent: CO (methanol). Yields the product C(C1=CC=CC=C1)OC=1C=C(C=CC1OC)O (3-benzyloxy-4-methoxyphenol). RXN SMILES: [CH2:1]([O:8][C:9]1[CH:10]=[C:11]([CH:14]=[CH:15][C:16]=1[O:17][CH3:18])C=O)[C:2]1[CH:7]=[CH:6][CH:5]=[CH:4][CH:3]=1.ClC1C=CC=C(C(OO)=[O:27])C=1>CO>[CH2:1]([O:8][C:9]1[CH:10]=[C:11]([OH:27])[CH:14]=[CH:15][C:16]=1[O:17][CH3:18])[C:2]1[CH:7]=[CH:6][CH:5]=[CH:4][CH:3]=1. Reported procedure: FIGS. 17 and 18 disclose a procedure for synthesizing futoenone and futoenone derivative compounds. Benzyl bromide (BnBr) is used to protect isovanillin (201) by reaction using phase transfer conditions to yield 3-benzyloxy-4-methoxybenzaldehyde (202). Oxidation of 3-benzyloxy-4-methoxybenzaldehyde (202) with m-chloroperbenzoic acid followed by hydrolysis in refluxing methanol yields 3-benzyloxy-4-methoxyphenol (203). The phenol is placed in toluene and the suspension is treated with n-butyl-lit... Reactants: BrC=1C(=NC=C(C1)C1CNCC1)N (3-bromo-5-(pyrrolidin-3-yl)pyridin-2-amine), CCN(C(C)C)C(C)C (DIEA), ClC(=O)OC (methyl chloroformate). Solvent: C(Cl)Cl (DCM). Reaction conditions: time 30 minute. Yields the product NC1=C(C=C(C=N1)C1CN(CC1)C(=O)OC)Br (methyl 3-(6-amino-5-bromopyridin-3-yl)pyrrolidine-1-carboxylate). As a reaction SMILES: [Br:1][C:2]1[C:3]([NH2:13])=[N:4][CH:5]=[C:6]([CH:8]2[CH2:12][CH2:11][NH:10][CH2:9]2)[CH:7]=1.CCN(C(C)C)C(C)C.Cl[C:24]([O:26][CH3:27])=[O:25]>C(Cl)Cl>[NH2:13][C:3]1[N:4]=[CH:5][C:6]([CH:8]2[CH2:12][CH2:11][N:10]([C:24]([O:26][CH3:27])=[O:25])[CH2:9]2)=[CH:7][C:2]=1[Br:1]. Procedure: To 3-bromo-5-(pyrrolidin-3-yl)pyridin-2-amine, (20 mg, 0.083 mmol) in DCM in ice bath was added DIEA (43.3 μl, 0.248 mmol) and methyl chloroformate (6.40 μl, 0.083 mmol). The reaction mixture was stirred in ice bath for 30 min. The reaction mixture was partitioned between DCM and water. The DCM layer was separated and washed with brine, dried over sodium sulfate, filtered off, and evaporated. The crude product was used for next step without purification. LCMS (m/z): 300.0, 302.0 (MH+), 0.421 min...